Task: describe an organic reaction: reactants, conditions, products, and yield. Dataset: the Open Reaction Database (ORD), a public repository of structured organic reaction records Starting materials: CC(C)(C)OC(=O)c1ccccc1OCC1CO1, CC(C)O, O=c1[nH]c2cc(F)ccc2n1C1CCNCC1. Product: CC(C)(C)OC(=O)c1ccccc1OCC(O)CN1CCC(n2c(=O)[nH]c3cc(F)ccc32)CC1. RXN SMILES: [C:18]([CH3:19])([CH3:20])([CH3:21])[O:22][C:23]([c:24]1[c:25]([O:30][CH2:31][CH:32]2[O:33][CH2:34]2)[cH:26][cH:27][cH:28][cH:29]1)=[O:35].[CH:36]([OH:37])([CH3:38])[CH3:39].[F:1][c:2]1[cH:3][c:4]2[c:5]([n:6]([CH:10]3[CH2:11][CH2:12][NH:13][CH2:14][CH2:15]3)[c:7](=[O:9])[nH:8]2)[cH:16][cH:17]1>>[F:1][c:2]1[cH:3][c:4]2[c:5]([n:6]([CH:10]3[CH2:11][CH2:12][N:13]([CH2:34][CH:32]([CH2:31][O:30][c:25]4[c:24]([C:23]([O:22][C:18]([CH3:19])([CH3:20])[CH3:21])=[O:35])[cH:29][cH:28][cH:27][cH:26]4)[OH:33])[CH2:14][CH2:15]3)[c:7](=[O:9])[nH:8]2)[cH:16][cH:17]1. Reactants: C1(=CC=C(C=C1)S(=O)(=O)OC[C@@H](CCC=1C=NC=CC1)O[Si](C)(C)C(C)(C)C)C ((2R)-2-(tert-butyldimethylsilyloxy)-4-(3-pyridyl)-1-butyl para-toluenesulfonate), [H-].[Na+] (sodium hydride), OCC=1C=C(C=CC1)C1=CC=C(C=C1)O (3'-hydroxymethylbiphenyl-4-ol), [F-].C(CCC)[N+](CCCC)(CCCC)CCCC (tetrabutylammonium fluoride). The solvent is CN(C=O)C (N,N-dimethylformamide), [Cl-].[Na+].O (brine), O1CCCC1 (tetrahydrofuran). Conditions: time 1 hour. Product: OCC=1C=C(C=CC1)C1=CC=C(C=C1)OC[C@@H](CCC=1C=NC=CC1)O ((2R)-1-(3'-Hydroxymethylbiphenyl-4-yloxy)-4-(3-pyridyl)-2-butanol). Yield: 36.7%. RXN SMILES: C1(C)C=CC(S([O:10][CH2:11][C@H:12]([O:21][Si](C(C)(C)C)(C)C)[CH2:13][CH2:14][C:15]2[CH:16]=[N:17][CH:18]=[CH:19][CH:20]=2)(=O)=O)=CC=1.[H-].[Na+].[OH:32][CH2:33][C:34]1[CH:35]=[C:36]([C:40]2[CH:45]=[CH:44][C:43](O)=[CH:42][CH:41]=2)[CH:37]=[CH:38][CH:39]=1.[F-].C([N+](CCCC)(CCCC)CCCC)CCC>CN(C)C=O.O1CCCC1.[Cl-].[Na+].O>[OH:32][CH2:33][C:34]1[CH:35]=[C:36]([C:40]2[CH:45]=[CH:44][C:43]([O:10][CH2:11][C@H:12]([OH:21])[CH2:13][CH2:14][C:15]3[CH:16]=[N:17][CH:18]=[CH:19][CH:20]=3)=[CH:42][CH:41]=2)[CH:37]=[CH:38][CH:39]=1 |f:1.2,4.5,8.9.10|. Procedure details: Prepared according to the method described in Example 26e) from (2R)-2-(tert-butyldimethylsilyloxy)-4-(3-pyridyl)-1-butyl para-toluenesulfonate (0.68 g), sodium hydride (60%, 0.073 g) and 3'-hydroxymethylbiphenyl-4-ol (0.39 g) in N,N-dimethylformamide (10 ml). The adduct was deprotected by dissolving in tetrahydrofuran (10 ml) to which tetrabutylammonium fluoride (0.93 g) was added. The reaction was stirred at ambient temperature for 1 hour, poured into brine and extracted with ethyl acetate. Th... Reactants: CC(C)(C)OC(=O)CBr, CCCC[N+](CCCC)(CCCC)CCCC, COc1cc(C)c(S(=O)(=O)N2CCCC2CO)c(C)c1, [Cl-], ClCCl, [Na+], [OH-]. Product: COc1cc(C)c(S(=O)(=O)N2CCCC2COCC(=O)OC(C)(C)C)c(C)c1. As a reaction SMILES: [Br:23][CH2:24][C:25](=[O:26])[O:27][C:28]([CH3:29])([CH3:30])[CH3:31].[CH2:36]([N+:37]([CH2:38][CH2:39][CH2:40][CH3:41])([CH2:42][CH2:43][CH2:44][CH3:45])[CH2:46][CH2:47][CH2:48][CH3:49])[CH2:50][CH2:51][CH3:52].[CH3:1][O:2][c:3]1[cH:4][c:5]([CH3:20])[c:6]([S:10](=[O:11])(=[O:12])[N:13]2[CH:14]([CH2:18][OH:19])[CH2:15][CH2:16][CH2:17]2)[c:7]([CH3:9])[cH:8]1.[Cl-:35].[Cl:32][CH2:33][Cl:34].[Na+:22].[OH-:21]>>[CH3:1][O:2][c:3]1[cH:4][c:5]([CH3:20])[c:6]([S:10](=[O:11])(=[O:12])[N:13]2[CH:14]([CH2:18][O:19][CH2:24][C:25](=[O:26])[O:27][C:28]([CH3:29])([CH3:30])[CH3:31])[CH2:15][CH2:16][CH2:17]2)[c:7]([CH3:9])[cH:8]1.